Dataset: the Open Reaction Database (ORD), a public repository of structured organic reaction records. Task: describe an organic reaction: reactants, conditions, products, and yield Reactants: ice water, C(C)(C)(C)OC(=O)C1=C2SC=3C(=C(C=C(C3NC2=CC=C1OC)CN)OC)CC(=O)OCC1=CC=CC=C1 (benzyl (6-tert.-butoxycarbonyl-aminomethyl-3,7-dimethoxy-phenothiazin-4-yl)acetate), C1(CCCC(=O)O1)=O (glutaric anhydride), N1=CC=CC=C1 (pyridine), N,N-dimethylaminopyridine, Cl (hydrochloric acid). Solvent: C1(=CC=CC=C1)C (toluene). Product: C(C1=CC=CC=C1)OC(=O)CC1=C(C=C(C=2N(C3=CC=C(C(=C3SC12)C(=O)OC(C)(C)C)OC)C(CCCC(=O)O)=O)CN)OC (5-(4-benzyloxycarbonylmethyl-6-tert.-butoxycarbonyl-aminomethyl-3,7-dimethoxy-phenothiazin-10yl)-5-oxo-pentanoic acid). Isolated yield 71.1%. RXN SMILES: [C:1]([O:5][C:6]([C:8]1[C:21]([O:22][CH3:23])=[CH:20][CH:19]=[C:18]2[C:9]=1[S:10][C:11]1[C:12]([CH2:28][C:29]([O:31][CH2:32][C:33]3[CH:38]=[CH:37][CH:36]=[CH:35][CH:34]=3)=[O:30])=[C:13]([O:26][CH3:27])[CH:14]=[C:15]([CH2:24][NH2:25])[C:16]=1[NH:17]2)=[O:7])([CH3:4])([CH3:3])[CH3:2].[C:39]1(=[O:46])[O:45][C:43](=[O:44])[CH2:42][CH2:41][CH2:40]1.N1C=CC=CC=1.Cl>C1(C)C=CC=CC=1>[CH2:32]([O:31][C:29]([CH2:28][C:12]1[C:11]2[S:10][C:9]3[C:18](=[CH:19][CH:20]=[C:21]([O:22][CH3:23])[C:8]=3[C:6]([O:5][C:1]([CH3:4])([CH3:2])[CH3:3])=[O:7])[N:17]([C:39](=[O:46])[CH2:40][CH2:41][CH2:42][C:43]([OH:45])=[O:44])[C:16]=2[C:15]([CH2:24][NH2:25])=[CH:14][C:13]=1[O:26][CH3:27])=[O:30])[C:33]1[CH:38]=[CH:37][CH:36]=[CH:35][CH:34]=1. Procedure details: A mixture of 360 mg (0.67 mmol) of benzyl (6-tert.-butoxycarbonyl-aminomethyl-3,7-dimethoxy-phenothiazin-4-yl)acetate, 91.7 mg (0.80 mmol) of glutaric anhydride and. 63.7 mg (0.80 mmol) of pyridine in 5 ml of toluene was treated with 10 mg of N,N-dimethylaminopyridine. The mixture was heated to 110° under argon for 48 hours and then poured into ice-water, whereupon the mixture was acidified with 1N hydrochloric acid and exhaustively extracted with methylene chloride. The organic phase was dried ... The reactants are C[Si](C#CC1=C(C=CC=C1)C(C#N)C)(C)C (2-(2-(2-(Trimethylsilyl)ethynyl)phenyl)propanenitrile), [OH-].[Na+] (NaOH), Cl (HCl). Solvent: C1CCOC1 (THF). The product is C(#C)C1=C(C=CC=C1)C(C#N)C (2-(2-Ethynylphenyl)propanenitrile). RXN SMILES: C[Si](C)(C)[C:3]#[C:4][C:5]1[CH:10]=[CH:9][CH:8]=[CH:7][C:6]=1[CH:11]([CH3:14])[C:12]#[N:13].[OH-].[Na+].Cl>C1COCC1>[C:4]([C:5]1[CH:10]=[CH:9][CH:8]=[CH:7][C:6]=1[CH:11]([CH3:14])[C:12]#[N:13])#[CH:3] |f:1.2|. Procedure details: 2-(2-(2-(Trimethylsilyl)ethynyl)phenyl)propanenitrile (2.16 g, 9 mmol) was stirred with 5N NaOH (10 mL, 50 mmol) and THF (20 mL) at room temperature for 1 hour. The reaction mixture was acidified with 5N HCl (13 mL) until the pH was about 2. The aqueous mixture was then extracted with EtOAc (3×50 mL). The combined organic layers were extracted with water (3×50 mL) and once with brine (50 mL), dried with MgSO4, and concentrated in vacuo to afford a brown oil. MS (m/z)=156 (M+H)+. Starting materials: COCc1ccc(NC(=O)C(C)(C)C)nc1C, [Na+], [OH-]. The product is COCc1ccc(N)nc1C. RXN SMILES: [CH3:1][O:2][CH2:3][c:4]1[cH:5][cH:6][c:7]([NH:11][C:12](=[O:13])[C:14]([CH3:15])([CH3:16])[CH3:17])[n:8][c:9]1[CH3:10].[Na+:19].[OH-:18]>>[CH3:1][O:2][CH2:3][c:4]1[cH:5][cH:6][c:7]([NH2:11])[n:8][c:9]1[CH3:10]. Reactants: FC(C(=O)O)(F)F.C[C@H]1C[C@H](NC1)C(=O)O ((4S)-4-methyl-L-proline trifluoroacetate), BrC1=CC=C(C=C1)Br (1,4-dibromobenzene), C([O-])([O-])=O.[K+].[K+] (potassium carbonate). The reagents and catalysts are [Cu](I)I (copper iodide). The solvent is CN(C)C=O (DMF). Reaction conditions: temperature 95 celsius. Yields the product BrC=1C=C(C=CC1)N1[C@H](C(=O)O)C[C@@H](C1)C ((4S)-1-(3-bromophenyl)-4-methyl-L-proline). RXN SMILES: FC(F)(F)C(O)=O.[CH3:8][C@@H:9]1[CH2:13][NH:12][C@H:11]([C:14]([OH:16])=[O:15])[CH2:10]1.[Br:17][C:18]1[CH:23]=[CH:22][C:21](Br)=[CH:20][CH:19]=1.C(=O)([O-])[O-].[K+].[K+]>[Cu](I)I.CN(C=O)C>[Br:17][C:18]1[CH:19]=[C:20]([N:12]2[CH2:13][C@@H:9]([CH3:8])[CH2:10][C@H:11]2[C:14]([OH:16])=[O:15])[CH:21]=[CH:22][CH:23]=1 |f:0.1,3.4.5|. Reported procedure: To (4S)-4-methyl-L-proline trifluoroacetate (2.92 g, 8.17 mmol), 1,4-dibromobenzene (2.9 g, 12.27 mmol), potassium carbonate (3.95 g, 28.6 mmol), and copper iodide (315 mg, 1.64 mmol) was added dry DMF (30 mL) under dry nitrogen. The reaction flask was thoroughly degassed with dry nitrogen and heated at 95° C. for 3 days. Water and hexane were added and the organic phase was separated and discarded (to remove excess 1,4-dibromobenzene). The pH of the aqueous phase was adjusted to 3 with aqueous ... The reactants are FCC1(OC2=C(C(=C1)C1=NC=CC=C1)C=C(C=C2)[N+](=O)[O-])CF (2,2-bisfluoromethyl-6-nitro-4-(2-pyridyl)-2H-1-benzopyran), stannous chloride. Solvent: C(C)O (ethanol). Product: NC=1C=CC2=C(C(=CC(O2)(CF)CF)C2=NC=CC=C2)C1 (6-amino-2,2-bisfluoromethyl-4-(2-pyridyl)-2H-1-benzopyran). Yield: 85.5%. Reaction SMILES: [F:1][CH2:2][C:3]1([CH2:22][F:23])[CH:8]=[C:7]([C:9]2[CH:14]=[CH:13][CH:12]=[CH:11][N:10]=2)[C:6]2[CH:15]=[C:16]([N+:19]([O-])=O)[CH:17]=[CH:18][C:5]=2[O:4]1>C(O)C>[NH2:19][C:16]1[CH:17]=[CH:18][C:5]2[O:4][C:3]([CH2:2][F:1])([CH2:22][F:23])[CH:8]=[C:7]([C:9]3[CH:14]=[CH:13][CH:12]=[CH:11][N:10]=3)[C:6]=2[CH:15]=1. Procedure: A mixture of 6.2 g of 2,2-bisfluoromethyl-6-nitro-4-(2-pyridyl)-2H-1-benzopyran, 11.7 g of stannous chloride and 80 mnl of ethanol was refluxed with heating for 3 hours. The solvent was distilled off and sodium hydroxide solution was added to form an alkaline solution. The solution was extracted with methylene chloride and the organic layer was extracted with 2N hydrochloric acid. To the aqueous layer was added 2N sodium hydroxide to form a strongly alkaline solution, which was then extracted wi... Starting materials: O=C(c1csc(Br)n1)N1CCCC2CCCCC21, CC(=O)c1ccccc1B(O)O, COCCOC, [Na+], [Na+], O=C([O-])[O-], c1ccc(P(c2ccccc2)(c2ccccc2)[Pd](P(c2ccccc2)(c2ccccc2)c2ccccc2)(P(c2ccccc2)(c2ccccc2)c2ccccc2)P(c2ccccc2)(c2ccccc2)c2ccccc2)cc1. The product is CC(=O)c1ccccc1-c1nc(C(=O)N2CCCC3CCCCC32)cs1. RXN SMILES: [Br:19][c:20]1[s:21][cH:22][c:23]([C:25](=[O:26])[N:27]2[CH2:28][CH2:29][CH2:30][CH:31]3[CH2:32][CH2:33][CH2:34][CH2:35][CH:36]23)[n:24]1.[C:1]([CH3:2])(=[O:3])[c:4]1[c:5]([B:10]([OH:11])[OH:12])[cH:6][cH:7][cH:8][cH:9]1.[CH3:37][O:38][CH2:39][CH2:40][O:41][CH3:42].[Na+:13].[Na+:14].[O-:15][C:16](=[O:17])[O-:18].[cH:43]1[cH:44][cH:45][c:46]([P:47]([Pd:48]([P:49]([c:50]2[cH:51][cH:52][cH:53][cH:54][cH:55]2)([c:56]2[cH:57][cH:58][cH:59][cH:60][cH:61]2)[c:62]2[cH:63][cH:64][cH:65][cH:66][cH:67]2)([P:68]([c:69]2[cH:70][cH:71][cH:72][cH:73][cH:74]2)([c:75]2[cH:76][cH:77][cH:78][cH:79][cH:80]2)[c:81]2[cH:82][cH:83][cH:84][cH:85][cH:86]2)[P:87]([c:88]2[cH:89][cH:90][cH:91][cH:92][cH:93]2)([c:94]2[cH:95][cH:96][cH:97][cH:98][cH:99]2)[c:100]2[cH:101][cH:102][cH:103][cH:104][cH:105]2)([c:106]2[cH:107][cH:108][cH:109][cH:110][cH:111]2)[c:112]2[cH:113][cH:114][cH:115][cH:116][cH:117]2)[cH:118][cH:119]1>>[C:1]([CH3:2])(=[O:3])[c:4]1[c:5](-[c:20]2[s:21][cH:22][c:23]([C:25](=[O:26])[N:27]3[CH2:28][CH2:29][CH2:30][CH:31]4[CH2:32][CH2:33][CH2:34][CH2:35][CH:36]34)[n:24]2)[cH:6][cH:7][cH:8][cH:9]1. The reactants are N(=NC(=O)OC(C)C)C(=O)OC(C)C (Diisopropyl azodicarboxylate), NC=1C=C(C=CC1[N+](=O)[O-])O (3-amino-4-nitrophenol), C1(=CC=CC=C1)P(C1=CC=CC=C1)C1=CC=CC=C1 (triphenylphosphine), alcohol, OCCN1CCOCC1 (N-(2-hydroxyethyl)morpholine). The solvent is O1CCCC1 (tetrahydrofuran). Reaction conditions: time 18 hour. Product: N1(CCOCC1)CCOC1=CC(=C(C=C1)N)[N+](=O)[O-] (4-(2-morpholin-4-ylethoxy)-2-nitrophenylamine). RXN SMILES: N(C(OC(C)C)=O)=NC(OC(C)C)=O.[NH2:15][C:16]1[CH:17]=[C:18](O)[CH:19]=[CH:20][C:21]=1[N+:22]([O-:24])=[O:23].C1(P(C2C=CC=CC=2)C2C=CC=CC=2)C=CC=CC=1.[OH:45][CH2:46][CH2:47][N:48]1[CH2:53][CH2:52][O:51][CH2:50][CH2:49]1>O1CCCC1>[N:48]1([CH2:47][CH2:46][O:45][C:19]2[CH:18]=[CH:17][C:16]([NH2:15])=[C:21]([N+:22]([O-:24])=[O:23])[CH:20]=2)[CH2:53][CH2:52][O:51][CH2:50][CH2:49]1. Reported procedure: Diisopropyl azodicarboxylate (1.1 equivalents) was added dropwise to a stirred solution of 3-amino-4-nitrophenol (1.0 equivalent), triphenylphosphine (1.1 equivalents), and an alcohol, e.g. N-(2-hydroxyethyl)morpholine (1.0 equivalent), in tetrahydrofuran at 0° C. The mixture was allowed to warm to room temperature and stirred for 18 hours. The solvent was evaporated, and the product was purified by silica gel chromatography (98:2 CH2Cl2:methanol) to yield 4-(2-morpholin-4-ylethoxy)-2-nitropheny... The product is ClC1=CC=C(C(C2=COC=C2)NC2=CC=NC=C2)C=C1 (N-[p-chloro-α(3-furyl)benzyl]-4-pyridinamine). Reactants: O1C=C(C=C1)[Li] (3-furyl lithium), ClC1=CC=C(C=NC2=CC=NC=C2)C=C1 (4-(p-chlorobenzylideneamino)pyridine). Procedure details: The title compound is prepared in a similar manner to Examples 5,6 and 7 from 3-furyl lithium (obtained by treating 3-iodofuran with butyl lithium) and 4-(p-chlorobenzylideneamino)pyridine. Reaction SMILES: [O:1]1[CH:5]=[CH:4][C:3]([Li])=[CH:2]1.[Cl:7][C:8]1[CH:21]=[CH:20][C:11]([CH:12]=[N:13][C:14]2[CH:19]=[CH:18][N:17]=[CH:16][CH:15]=2)=[CH:10][CH:9]=1>>[Cl:7][C:8]1[CH:21]=[CH:20][C:11]([CH:12]([NH:13][C:14]2[CH:15]=[CH:16][N:17]=[CH:18][CH:19]=2)[C:3]2[CH:4]=[CH:5][O:1][CH:2]=2)=[CH:10][CH:9]=1. Starting materials: CC1=CC=C(C=C1)S(=O)(=O)OCCOCC1=C(C=CC(=C1)Br)NC1=CC(=C(C=C1)C(=O)C1=C(C=CC=C1)C)Cl (2-{[5-Bromo-2-({3-chloro-4-[(2-methylphenyl)carbonyl]phenyl}amino)benzyl]oxy}ethyl 4-methylbenzenesulfonate), [Na+].[I-] (NaI). Solvent: CC(=O)C (acetone), O (water). The product is BrC1=CC(=C(C=C1)NC1=CC(=C(C=C1)C(=O)C1=C(C=CC=C1)C)Cl)COCCI ([4-({4-Bromo-2-[(2-iodoethoxy)methyl]phenyl}amino)-2-chlorophenyl](2-methylphenyl)methanone). Reaction SMILES: CC1C=CC(S(O[CH2:12][CH2:13][O:14][CH2:15][C:16]2[CH:21]=[C:20]([Br:22])[CH:19]=[CH:18][C:17]=2[NH:23][C:24]2[CH:29]=[CH:28][C:27]([C:30]([C:32]3[CH:37]=[CH:36][CH:35]=[CH:34][C:33]=3[CH3:38])=[O:31])=[C:26]([Cl:39])[CH:25]=2)(=O)=O)=CC=1.[Na+].[I-:41]>CC(C)=O.O>[Br:22][C:20]1[CH:19]=[CH:18][C:17]([NH:23][C:24]2[CH:29]=[CH:28][C:27]([C:30]([C:32]3[CH:37]=[CH:36][CH:35]=[CH:34][C:33]=3[CH3:38])=[O:31])=[C:26]([Cl:39])[CH:25]=2)=[C:16]([CH2:15][O:14][CH2:13][CH2:12][I:41])[CH:21]=1 |f:1.2|. Procedure details: Compound 164 (1.72 g, 2.73 mmol) was dissolved in dry acetone (2.7 mL) and dry NaI (0.82 g, 5.47 mmol) was added. The suspension was stirred in a light protected flask at room temperature for 20 h after which the reaction mixture was diluted with water and the water phase was extracted three times with EtOAc. The combined organic phases were washed with brine, dried (MgSO4), filtered and evaporated in vacuo. This afforded the title compound as a yellow oil.